Dataset: the Open Reaction Database (ORD), a public repository of structured organic reaction records. Task: describe an organic reaction: reactants, conditions, products, and yield Reactants: [BH3-]C#N, Cc1ccccc1NCc1ccc2ccccc2c1-c1cccc(C=O)n1, CC(C)(C)N, CCO, ClCCl, [Na+]. Yields the product Cc1ccccc1NCc1ccc2ccccc2c1-c1cccc(CNC(C)(C)C)n1. RXN SMILES: [C:33]([BH3-:34])#[N:35].[CH3:1][c:2]1[c:3]([NH:8][CH2:9][c:10]2[c:11](-[c:20]3[cH:21][cH:22][cH:23][c:24]([CH:26]=[O:27])[n:25]3)[c:12]3[cH:13][cH:14][cH:15][cH:16][c:17]3[cH:18][cH:19]2)[cH:4][cH:5][cH:6][cH:7]1.[CH3:28][C:29]([CH3:30])([CH3:31])[NH2:32].[CH3:40][CH2:41][OH:42].[Cl:37][CH2:38][Cl:39].[Na+:36]>>[CH3:1][c:2]1[c:3]([NH:8][CH2:9][c:10]2[c:11](-[c:20]3[cH:21][cH:22][cH:23][c:24]([CH2:26][NH:32][C:29]([CH3:28])([CH3:30])[CH3:31])[n:25]3)[c:12]3[cH:13][cH:14][cH:15][cH:16][c:17]3[cH:18][cH:19]2)[cH:4][cH:5][cH:6][cH:7]1. Starting materials: COc1cccc(CCNC(=O)c2ccccc2)c1, N, O=P(Cl)(Cl)Cl. Product: COc1ccc2c(c1)CCN=C2c1ccccc1. Reaction SMILES: [CH3:1][O:2][c:3]1[cH:4][c:5]([CH2:9][CH2:10][NH:11][C:12]([c:13]2[cH:14][cH:15][cH:16][cH:17][cH:18]2)=[O:19])[cH:6][cH:7][cH:8]1.[NH3:25].[P:20]([Cl:21])([Cl:22])([Cl:23])=[O:24]>>[CH3:1][O:2][c:3]1[cH:4][c:5]2[c:6]([cH:7][cH:8]1)[C:12]([c:13]1[cH:14][cH:15][cH:16][cH:17][cH:18]1)=[N:11][CH2:10][CH2:9]2. Reactants: O=C(CCCCCl)c1cccc(C(F)(F)F)c1, CCC(=O)Nc1cccc(C2CCNCC2)c1. Product: CCC(=O)Nc1cccc(C2CCN(CCCCC(=O)c3cccc(C(F)(F)F)c3)CC2)c1. As a reaction SMILES: [Cl:1][CH2:2][CH2:3][CH2:4][CH2:5][C:6](=[O:7])[c:8]1[cH:9][c:10]([C:14]([F:15])([F:16])[F:17])[cH:11][cH:12][cH:13]1.[NH:18]1[CH2:19][CH2:20][CH:21]([c:24]2[cH:25][c:26]([NH:30][C:31]([CH2:32][CH3:33])=[O:34])[cH:27][cH:28][cH:29]2)[CH2:22][CH2:23]1>>[CH2:2]([CH2:3][CH2:4][CH2:5][C:6](=[O:7])[c:8]1[cH:9][c:10]([C:14]([F:15])([F:16])[F:17])[cH:11][cH:12][cH:13]1)[N:18]1[CH2:19][CH2:20][CH:21]([c:24]2[cH:25][c:26]([NH:30][C:31]([CH2:32][CH3:33])=[O:34])[cH:27][cH:28][cH:29]2)[CH2:22][CH2:23]1.